Dataset: the Open Reaction Database (ORD), a public repository of structured organic reaction records. Task: describe an organic reaction: reactants, conditions, products, and yield The reactants are O=C(CCN1CCN(CC1)C(=O)OC(C)(C)C)C (tert-butyl 4-(3-oxobutyl)piperazine-1-carboxylate), O (water), [I-].C[S+](=O)(C)C (Trimethylsulfoxonium iodide), [H-].[Na+] (sodium hydride). The solvent is CS(=O)C (DMSO), CS(=O)C (DMSO). Run at time 2 hour. The product is CC1(OC1)CCN1CCN(CC1)C(=O)OC(C)(C)C (tert-butyl 4-[2-(2-methyl-2-oxiranyl)ethyl]piperazine-1-carboxylate). Isolated yield 87.0%. As a reaction SMILES: [I-].[CH3:2][S+](C)(C)=O.[H-].[Na+].[O:9]=[C:10]([CH3:26])[CH2:11][CH2:12][N:13]1[CH2:18][CH2:17][N:16]([C:19]([O:21][C:22]([CH3:25])([CH3:24])[CH3:23])=[O:20])[CH2:15][CH2:14]1.O>CS(C)=O>[CH3:26][C:10]1([CH2:11][CH2:12][N:13]2[CH2:18][CH2:17][N:16]([C:19]([O:21][C:22]([CH3:25])([CH3:24])[CH3:23])=[O:20])[CH2:15][CH2:14]2)[CH2:2][O:9]1 |f:0.1,2.3|. Procedure: Trimethylsulfoxonium iodide (7.8 g, 35 mmol) was gradually added to a suspension of sodium hydride (1.2 g, 35 mmol) in DMSO (120 ml), under a nitrogen atmosphere, and the mixture was stirred at room temperature for 2 hours. To which a solution of tert-butyl 4-(3-oxobutyl)piperazine-1-carboxylate (6.1 g, 23.8 mmol) in DMSO (10 ml) was gradually added dropwise, and the mixture was stirred at room temperature for 1.5 hours, and then at 50 to 60° C. for 1.5 hours. The reaction solution was allowed t...